This data is from the Open Reaction Database (ORD), a public repository of structured organic reaction records. The task is: describe an organic reaction: reactants, conditions, products, and yield The reactants are CC1=NC=CC(=C1CO)C (2,4-dimethyl-3-hydroxymethylpyridine), S(=O)(Cl)Cl (thionyl chloride). Run in C(Cl)Cl (CH2Cl2). Reaction conditions: temperature 0 celsius, time 18 hour. Yields the product CC1=NC=CC(=C1CCl)C (2,4-dimethyl-3-chloromethylpyridine). RXN SMILES: [CH3:1][C:2]1[C:7]([CH2:8]O)=[C:6]([CH3:10])[CH:5]=[CH:4][N:3]=1.S(Cl)([Cl:13])=O>C(Cl)Cl>[CH3:1][C:2]1[C:7]([CH2:8][Cl:13])=[C:6]([CH3:10])[CH:5]=[CH:4][N:3]=1. Procedure: The 2,4-dimethyl-3-hydroxymethylpyridine (19.2 g, 140 mmol) was dissolved in CH2Cl2 (800 mL) and cooled under nitrogen to 0° C. and thionyl chloride (125 mL) was slowly added and the reaction was stirred for 18 hours. The solvent was removed under reduced pressure and the residue was partitioned between CH2Cl2 and saturated aqueous sodium bicarbonate. The organic layer was dried with MgSO4, filtered and the solvent removed under reduced pressure to give the desired 2,4-dimethyl-3-chloromethylpyr...